Dataset: the Open Reaction Database (ORD), a public repository of structured organic reaction records. Task: describe an organic reaction: reactants, conditions, products, and yield The reactants are ClC1=CC=C2C(C(=CN(C2=C1)C1=CC=CC=C1)CNC(OC1=CC=C(C=C1)[N+](=O)[O-])=O)=O (4-nitrophenyl (7-chloro-4-oxo-1-phenyl-1,4-dihydroquinolin-3-yl)methylcarbamate), C1(=CC=CC=C1)C1CCNCC1 (4-phenyl-piperidine). The product is ClC1=CC=C2C(C(=CN(C2=C1)C1=CC=CC=C1)CNC(=O)N1CCC(CC1)C1=CC=CC=C1)=O (4-Phenyl-piperidine-1-carboxylic acid (7-chloro-4-oxo-1-phenyl-1,4-dihydro-quinolin-3-ylmethyl)-amide). As a reaction SMILES: [Cl:1][C:2]1[CH:11]=[C:10]2[C:5]([C:6](=[O:32])[C:7]([CH2:18][NH:19][C:20](=[O:31])OC3C=CC([N+]([O-])=O)=CC=3)=[CH:8][N:9]2[C:12]2[CH:17]=[CH:16][CH:15]=[CH:14][CH:13]=2)=[CH:4][CH:3]=1.[C:33]1([CH:39]2[CH2:44][CH2:43][NH:42][CH2:41][CH2:40]2)[CH:38]=[CH:37][CH:36]=[CH:35][CH:34]=1>>[Cl:1][C:2]1[CH:11]=[C:10]2[C:5]([C:6](=[O:32])[C:7]([CH2:18][NH:19][C:20]([N:42]3[CH2:43][CH2:44][CH:39]([C:33]4[CH:38]=[CH:37][CH:36]=[CH:35][CH:34]=4)[CH2:40][CH2:41]3)=[O:31])=[CH:8][N:9]2[C:12]2[CH:13]=[CH:14][CH:15]=[CH:16][CH:17]=2)=[CH:4][CH:3]=1. Reported procedure: 4-Phenyl-piperidine-1-carboxylic acid (7-chloro-4-oxo-1-phenyl-1,4-dihydro-quinolin-3-ylmethyl)-amide was prepared starting from intermediate M and 4-phenyl-piperidine. MS calcd. for C28H27ClN3O2 [(M+H)+] 472.2, obsd. 472.2. The reactants are FC=1C=C(C=C(C1)C1=CN(C=2N=CN=C(C21)N[C@@H](C)C2=NN1C(C(N2C2=CC=CC=C2)=O)=C(C=C1)C)COCC[Si](C)(C)C)NS(=O)(=O)CCOC ((S)—N-(3-Fluoro-5-(4-((1-(5-methyl-4-oxo-3-phenyl-3,4-dihydropyrrolo[2,1-f][1,2,4]triazin-2-yl)ethyl)amino)-7-((2-(trimethylsilyl)ethoxy)methyl)-7H-pyrrolo[2,3-d]pyrimidin-5-yl)phenyl)-2-methoxyethanesulfonamide), B(Br)(Br)Br (boron tribromide), N (ammonia). Run in ClCCl (dichloromethane). Yields the product FC=1C=C(C=C(C1)C1=CNC=2N=CN=C(C21)N[C@@H](C)C2=NN1C(C(N2C2=CC=CC=C2)=O)=C(C=C1)C)NS(=O)(=O)CCO ((S)—N-(3-Fluoro-5-(4-((1-(5-methyl-4-oxo-3-phenyl-3,4-dihydropyrrolo[2,1-f][1,2,4]triazin-2-yl)ethyl)amino)-7H-pyrrolo[2,3-d]pyrimidin-5-yl)phenyl)-2-hydroxyethanesulfonamide). Isolated yield 83.0%. RXN SMILES: [F:1][C:2]1[CH:3]=[C:4]([NH:45][S:46]([CH2:49][CH2:50][O:51]C)(=[O:48])=[O:47])[CH:5]=[C:6]([C:8]2[C:16]3[C:15]([NH:17][C@H:18]([C:20]4[N:25]([C:26]5[CH:31]=[CH:30][CH:29]=[CH:28][CH:27]=5)[C:24](=[O:32])[C:23]5=[C:33]([CH3:36])[CH:34]=[CH:35][N:22]5[N:21]=4)[CH3:19])=[N:14][CH:13]=[N:12][C:11]=3[N:10](COCC[Si](C)(C)C)[CH:9]=2)[CH:7]=1.B(Br)(Br)Br.N>ClCCl>[F:1][C:2]1[CH:3]=[C:4]([NH:45][S:46]([CH2:49][CH2:50][OH:51])(=[O:47])=[O:48])[CH:5]=[C:6]([C:8]2[C:16]3[C:15]([NH:17][C@H:18]([C:20]4[N:25]([C:26]5[CH:27]=[CH:28][CH:29]=[CH:30][CH:31]=5)[C:24](=[O:32])[C:23]5=[C:33]([CH3:36])[CH:34]=[CH:35][N:22]5[N:21]=4)[CH3:19])=[N:14][CH:13]=[N:12][C:11]=3[NH:10][CH:9]=2)[CH:7]=1. Procedure details: (S)—N-(3-Fluoro-5-(4-((1-(5-methyl-4-oxo-3-phenyl-3,4-dihydropyrrolo[2,1-f][1,2,4]triazin-2-yl)ethyl)amino)-7-((2-(trimethylsilyl)ethoxy)methyl)-7H-pyrrolo[2,3-d]pyrimidin-5-yl)phenyl)-2-methoxyethanesulfonamide (29 mg, 0.03 mmol, 78% purity) was treated with boron tribromide (1M in dichloromethane, 303 μl, 0.30 mmol) with dichloromethane (580 μl) as a solvent according to the method described in Example 23. and then with a solution of ammonia (7N in methanol, 600 μl, 4.20 mmol) according to the... The reactants are CC#N, COc1ccc(F)cc1C(C)(C)CC1(C(F)(F)F)CO1, Cc1cc(N)c2cnn(-c3cccc(C(=O)OCc4ccccc4)c3)c2c1, O=S(=O)([O-])C(F)(F)F, O=S(=O)([O-])C(F)(F)F, O=S(=O)([O-])C(F)(F)F, [Yb+3]. Product: COc1ccc(F)cc1C(C)(C)CC(O)(CNc1cc(C)cc2c1cnn2-c1cccc(C(=O)OCc2ccccc2)c1)C(F)(F)F. RXN SMILES: [CH3:73][C:74]#[N:75].[F:1][c:2]1[cH:3][cH:4][c:5]([O:19][CH3:20])[c:6]([C:8]([CH2:9][C:10]2([C:13]([F:14])([F:15])[F:16])[O:11][CH2:12]2)([CH3:17])[CH3:18])[cH:7]1.[NH2:21][c:22]1[c:23]2[cH:24][n:25][n:26](-[c:32]3[cH:33][c:34]([C:35](=[O:36])[O:37][CH2:38][c:39]4[cH:40][cH:41][cH:42][cH:43][cH:44]4)[cH:45][cH:46][cH:47]3)[c:27]2[cH:28][c:29]([CH3:31])[cH:30]1.[S:48]([O-:49])([C:50]([F:51])([F:52])[F:53])(=[O:54])=[O:55].[S:57]([O-:58])([C:59]([F:60])([F:61])[F:62])(=[O:63])=[O:64].[S:65]([O-:66])([C:67]([F:68])([F:69])[F:70])(=[O:71])=[O:72].[Yb+3:56]>>[F:1][c:2]1[cH:3][cH:4][c:5]([O:19][CH3:20])[c:6]([C:8]([CH2:9][C:10]([OH:11])([CH2:12][NH:21][c:22]2[c:23]3[cH:24][n:25][n:26](-[c:32]4[cH:33][c:34]([C:35](=[O:36])[O:37][CH2:38][c:39]5[cH:40][cH:41][cH:42][cH:43][cH:44]5)[cH:45][cH:46][cH:47]4)[c:27]3[cH:28][c:29]([CH3:31])[cH:30]2)[C:13]([F:14])([F:15])[F:16])([CH3:17])[CH3:18])[cH:7]1. Starting materials: NC1=CC=CC2=C1OC=C2 (7-Amino-benzo[b]furan), C(=S)(Cl)Cl (thiophosgene). Solvent: Cl (hydrochloric acid). Product: N(=C=S)C1=CC=CC2=C1OC=C2 (7-isothiocyanatobenzo[b]furan). As a reaction SMILES: [NH2:1][C:2]1[C:7]2[O:8][CH:9]=[CH:10][C:6]=2[CH:5]=[CH:4][CH:3]=1.[C:11](Cl)(Cl)=[S:12]>Cl>[N:1]([C:2]1[C:7]2[O:8][CH:9]=[CH:10][C:6]=2[CH:5]=[CH:4][CH:3]=1)=[C:11]=[S:12]. Reported procedure: 7-Amino-benzo[b]furan is reacted with thiophosgene in 3 N hydrochloric acid at room temperature over 1 hour to give 7-isothiocyanatobenzo[b]furan. (M. Pt. 45°-46° from petroleum ether.) Reaction of this isothiocyanate with ethanolamine in ether gives N-benzo[b]furan-7-yl-N'-2-hydroxyethylthiourea (m.pt. 138°-139° from methanol) which is used further in the crude state.